From a dataset of the Open Reaction Database (ORD), a public repository of structured organic reaction records. describe an organic reaction: reactants, conditions, products, and yield Reactants: CCCc1cc2[nH]c(C)nn2n1, O=C1CCC(=O)N1Cl, ClCCl, C1CCOC1. Product: CCCc1nn2nc(C)[nH]c2c1Cl. As a reaction SMILES: [CH3:1][c:2]1[nH:3][c:4]2[n:5]([n:6]1)[n:7][c:8]([CH2:10][CH2:11][CH3:12])[cH:9]2.[Cl:18][N:19]1[C:20](=[O:21])[CH2:22][CH2:23][C:24]1=[O:25].[Cl:26][CH2:27][Cl:28].[O:13]1[CH2:14][CH2:15][CH2:16][CH2:17]1>>[CH3:1][c:2]1[nH:3][c:4]2[n:5]([n:6]1)[n:7][c:8]([CH2:10][CH2:11][CH3:12])[c:9]2[Cl:18]. Solvent: C(C)(=O)O (acetic acid). The reactants are ClC1=NC=CC=C1N(C(C1=C(N=CC=C1)C)=O)C (N-(2-chloro-3-pyridinyl)-N-methyl-2-methylnicotinamide), OO (H2O2). Yields the product ClC1=NC=CC=C1[N+](C(C1=C(N=CC=C1)C)=O)(C)[O-] (N-(2-chloro-3-pyridinyl)-N-methyl-2-methylnicotinamide N-oxide). RXN SMILES: [Cl:1][C:2]1[C:7]([N:8]([CH3:18])[C:9](=[O:17])[C:10]2[CH:15]=[CH:14][CH:13]=[N:12][C:11]=2[CH3:16])=[CH:6][CH:5]=[CH:4][N:3]=1.[OH:19]O>C(O)(=O)C>[Cl:1][C:2]1[C:7]([N+:8]([O-:19])([CH3:18])[C:9](=[O:17])[C:10]2[CH:15]=[CH:14][CH:13]=[N:12][C:11]=2[CH3:16])=[CH:6][CH:5]=[CH:4][N:3]=1. Run at temperature 110 celsius. Procedure details: A mixture of N-(2-chloro-3-pyridinyl)-N-methyl-2-methylnicotinamide (1.86 g) and H2O2 (30%, 5 mL) in acetic acid (10 mL) was heated at 110° C. for 75 minutes. The solvents were evaporated under reduced pressure. Chromatography of the residue over basic alumina (chloroform/ethanol) gave N-(2-chloro-3-pyridinyl)-N-methyl-2-methylnicotinamide N-oxide as an oil which crystallized on trituration with isopropyl ether/ethyl acetate, (1.42 g). Reactants: C1(=CCCCC1)C1=CC=CC=C1 (cyclohexenylbenzene), [H][H] (hydrogen). The product is C1(CCCCC1)C1=CC=CC=C1 (cyclohexylbenzene). As a reaction SMILES: [C:1]1([C:7]2[CH:12]=[CH:11][CH:10]=[CH:9][CH:8]=2)[CH2:6][CH2:5][CH2:4][CH2:3][CH:2]=1.[H][H]>>[CH:7]1([C:1]2[CH:2]=[CH:3][CH:4]=[CH:5][CH:6]=2)[CH2:8][CH2:9][CH2:10][CH2:11][CH2:12]1. Procedure: The invention also relates to a hydrogenation and oxidation process in which a feed comprising cyclohexenylbenzene is contacted with hydrogen in the presence of a hydrogenation catalyst under hydrogenation conditions to form cyclohexylbenzene. The cyclohexylbenzene is then reacted with oxygen (e.g., air) in the presence of an oxidation catalyst under oxidation conditions to form cyclohexylbenzene hydroperoxide. Reactants: C([O-])([O-])=O.[K+].[K+] (potassium carbonate), C(C1=CC=CC=C1)N1C=NC=2N(C(NC(C12)=O)=O)CC1CC1 (7-benzyl-3-cyclopropylmethylxanthine), C(CC)OCCl (propoxymethyl chloride). The solvent is CO (methanol), O (water), O (water), CN(C=O)C (dimethylformamide). Run at time 1 hour. Yields the product C(C1=CC=CC=C1)N1C=NC=2N(C(N(C(C12)=O)COCCC)=O)CC1CC1 (7-Benzyl-3-cyclopropylmethyl-1-propoxymethylxanthine). Reaction SMILES: C(=O)([O-])[O-].[K+].[K+].[CH2:7]([N:14]1[C:22]2[C:21](=[O:23])[NH:20][C:19](=[O:24])[N:18]([CH2:25][CH:26]3[CH2:28][CH2:27]3)[C:17]=2[N:16]=[CH:15]1)[C:8]1[CH:13]=[CH:12][CH:11]=[CH:10][CH:9]=1.[CH2:29]([O:32][CH2:33]Cl)[CH2:30][CH3:31]>CN(C)C=O.O.CO>[CH2:7]([N:14]1[C:22]2[C:21](=[O:23])[N:20]([CH2:33][O:32][CH2:29][CH2:30][CH3:31])[C:19](=[O:24])[N:18]([CH2:25][CH:26]3[CH2:28][CH2:27]3)[C:17]=2[N:16]=[CH:15]1)[C:8]1[CH:13]=[CH:12][CH:11]=[CH:10][CH:9]=1 |f:0.1.2|. Reported procedure: 1.12 g (8.1 mmol) of potassium carbonate were added at 60° C. to a solution of 1.5 g (5.06 mmol) of 7-benzyl-3-cyclopropylmethylxanthine from stage a) in 60 ml of dimethylformamide and the mixture was stirred at this temperature for one hour. 722 μl (6.58 mmol) of propoxymethyl chloride were then added dropwise and the mixture was stirred at 80° C. for 4 hours. 12 ml of water and 5 ml of methanol were added and the mixture was stirred at 50° C. for 2 hours. 60 ml of water were then added again, ... Reactants: [N+](=O)([O-])C1=CC=CC=C1 (nitrobenzene), resultant mixture, COC=1C=C2C=CC=NC2=CC1 (6-methoxyquinoline), ice water. Solvent: C1CCOC1 (THF). Reaction conditions: time 40 minute. Product: C(CCCC)C1=CC=C(C=C1)C1=NC2=CC=C(C=C2C=C1)OC (2-(4-pentylphenyl)-6-methoxyquinoline). Isolated yield 44.8%. As a reaction SMILES: [CH3:1][O:2][C:3]1[CH:4]=[C:5]2[C:10](=[CH:11][CH:12]=1)[N:9]=[CH:8][CH:7]=[CH:6]2.[N+]([C:16]1[CH:21]=[CH:20][CH:19]=[CH:18][CH:17]=1)([O-])=O>C1COCC1>[CH2:11]([C:16]1[CH:21]=[CH:20][C:19]([C:8]2[CH:7]=[CH:6][C:5]3[C:10](=[CH:11][CH:12]=[C:3]([O:2][CH3:1])[CH:4]=3)[N:9]=2)=[CH:18][CH:17]=1)[CH2:12][CH2:3][CH2:4][CH3:5]. Reported procedure: To the resultant mixture, a solution of 2.18 ml (15.8 mM) of 6-methoxyquinoline in 13 ml of dry THF was added dropwise in 30 minutes at the same temperature. After the addition, the dry ice-acetone bath was removed and the mixture was stirred for 1 hour and 40 minutes at room temperature. After the reaction, the reaction mixture was poured into ice water and subjected to extraction with ethyl acetate. The organic layer was washed with water and dried with anhydrous sodium sulfate, followed by ev...